Dataset: the Open Reaction Database (ORD), a public repository of structured organic reaction records. Task: describe an organic reaction: reactants, conditions, products, and yield Reactants: Cc1ccc(N2CCN(C(=O)OC(C)(C)C)CC2)c(C2CC(C)(C)CC(C)(C)C2)c1, CCOC(C)=O, ClCCl, [Na+], O=C(O)C(F)(F)F, O=C([O-])O. The product is Cc1ccc(N2CCNCC2)c(C2CC(C)(C)CC(C)(C)C2)c1. RXN SMILES: [C:1]([O:2][C:3](=[O:4])[N:8]1[CH2:9][CH2:10][N:11]([c:14]2[c:15]([CH:21]3[CH2:22][C:23]([CH3:29])([CH3:30])[CH2:24][C:25]([CH3:27])([CH3:28])[CH2:26]3)[cH:16][c:17]([CH3:20])[cH:18][cH:19]2)[CH2:12][CH2:13]1)([CH3:5])([CH3:6])[CH3:7].[CH3:46][CH2:47][O:48][C:49](=[O:50])[CH3:51].[Cl:38][CH2:39][Cl:40].[Na+:41].[OH:31][C:32]([C:33]([F:34])([F:35])[F:36])=[O:37].[OH:42][C:43](=[O:44])[O-:45]>>[NH:8]1[CH2:9][CH2:10][N:11]([c:14]2[c:15]([CH:21]3[CH2:22][C:23]([CH3:29])([CH3:30])[CH2:24][C:25]([CH3:27])([CH3:28])[CH2:26]3)[cH:16][c:17]([CH3:20])[cH:18][cH:19]2)[CH2:12][CH2:13]1. The reactants are CN1CCCC2=CC=C(C=C12)CN1N=CC(=C1)C(=O)OCC (Ethyl 1-((1-methyl-1,2,3,4-tetrahydroquinolin-7-yl)methyl)-1H-pyrazole-4-carboxylate). Run in CO (MeOH), [OH-].[Na+] (NaOH). Reaction conditions: temperature 20 celsius, time 8 hour. The product is CN1CCCC2=CC=C(C=C12)CN1N=CC(=C1)C(=O)O (1-((1-Methyl-1,2,3,4-tetrahydroquinolin-7-yl)methyl)-1H-pyrazole-4-carboxylic acid). RXN SMILES: [CH3:1][N:2]1[C:11]2[C:6](=[CH:7][CH:8]=[C:9]([CH2:12][N:13]3[CH:17]=[C:16]([C:18]([O:20]CC)=[O:19])[CH:15]=[N:14]3)[CH:10]=2)[CH2:5][CH2:4][CH2:3]1>CO.[OH-].[Na+]>[CH3:1][N:2]1[C:11]2[C:6](=[CH:7][CH:8]=[C:9]([CH2:12][N:13]3[CH:17]=[C:16]([C:18]([OH:20])=[O:19])[CH:15]=[N:14]3)[CH:10]=2)[CH2:5][CH2:4][CH2:3]1 |f:2.3|. Procedure details: Ethyl 1-((1-methyl-1,2,3,4-tetrahydroquinolin-7-yl)methyl)-1H-pyrazole-4-carboxylate (233 mg, 0.607 mmol) was dissolved in a mixture of MeOH (6 ml) and 1N NaOH (3.00 ml). The reaction mixture was stirred for 8 hr at 20° C. and the solvents were removed by evaporation under reduced pressure to afford the title compound. HPLC (Method A) Rt=1.348 min; MS (Method A) [M+H]+=271.9 Starting materials: ClCC(=O)NC=1C(=C2C=CN=CC2=CC1)Cl (2-chloro-N-(5-chloroisoquinolin-6-yl) acetamide), NC=1C=C(C(=O)NC)C=CC1 (3-amino-N-methylbenzamide). Run in CO (MeOH). Conditions: temperature 60 celsius, time 3 hour. Yields the product N (NH3), ClC1=C2C=CN=CC2=CC=C1NC(CNC=1C=C(C(=O)NC)C=CC1)=O (3-(2-(5-chloroisoquinolin-6-ylamino)-2-oxoethylamino)-N-methylbenzamide). As a reaction SMILES: Cl[CH2:2][C:3]([NH:5][C:6]1[C:7]([Cl:16])=[C:8]2[C:13](=[CH:14][CH:15]=1)[CH:12]=[N:11][CH:10]=[CH:9]2)=[O:4].[NH2:17][C:18]1[CH:19]=[C:20]([CH:25]=[CH:26][CH:27]=1)[C:21]([NH:23][CH3:24])=[O:22]>CO>[NH3:5].[Cl:16][C:7]1[C:6]([NH:5][C:3](=[O:4])[CH2:2][NH:17][C:18]2[CH:19]=[C:20]([CH:25]=[CH:26][CH:27]=2)[C:21]([NH:23][CH3:24])=[O:22])=[CH:15][CH:14]=[C:13]2[C:8]=1[CH:9]=[CH:10][N:11]=[CH:12]2. Procedure: To 2-chloro-N-(5-chloroisoquinolin-6-yl) acetamide in MeOH is added KI and the solution is heated to 60° C. for 40 minutes. The mixture is cooled to 45° C. and 3-amino-N-methylbenzamide is added and stirred at 45° C. After 2-4 hours or when TLC indicates completion of the reaction, the solvents are evaporated and the residue is taken up in EtOAc and extracted with NaHCO3 (sat). The organics are dried (Na2SO4), filtered and evaporated. Flash chromatography (SiO2, NH3(2M) in MeOH/3% MeOH/CH2Cl2) g... Starting materials: C(C)(C)(C)OC(=O)N1[C@@H]([C@H]([C@@H](C1)N=[N+]=[N-])F)C(NCC1=CC=CC=C1)=O ((2R,3R,4R)-4-azido-2-benzylcarbamoyl-3-fluoro-pyrrolidine-1-carboxylic acid tert-butyl ester), C(C)(C)(C)OC(=O)N1[C@@H]([C@@H]([C@H](C1)F)N=[N+]=[N-])C(NCC1=CC=CC=C1)=O ((2S,3S,4S)-3-azido-2-benzylcarbamoyl-4-fluoro-pyrrolidine-1-carboxylic acid tert-butyl ester), CP(C)C (trimethylphosphine), O (water). Run in C1CCOC1 (THF), C1CCOC1 (THF). Reaction conditions: time 16 hour. Product: C(C)(C)(C)OC(=O)N1[C@@H]([C@@H]([C@H](C1)F)N)C(=O)OCC1=CC=CC=C1 ((2S,3S,4S)-3-amino-4-fluoro-pyrrolidine-1,2-dicarboxylic acid 2-benzyl ester 1-tert-butyl ester). RXN SMILES: C(OC(N1C[C@@H](N=[N+]=[N-])[C@H](F)[C@H]1C(=O)N[CH2:19][C:20]1[CH:25]=[CH:24][CH:23]=[CH:22][CH:21]=1)=O)(C)(C)C.[C:27]([O:31][C:32]([N:34]1[CH2:38][C@H:37]([F:39])[C@@H:36]([N:40]=[N+]=[N-])[C@H:35]1[C:43](=[O:52])NCC1C=CC=CC=1)=[O:33])([CH3:30])([CH3:29])[CH3:28].CP(C)C.[OH2:57]>C1COCC1>[C:27]([O:31][C:32]([N:34]1[CH2:38][C@H:37]([F:39])[C@@H:36]([NH2:40])[C@H:35]1[C:43]([O:52][CH2:19][C:20]1[CH:25]=[CH:24][CH:23]=[CH:22][CH:21]=1)=[O:57])=[O:33])([CH3:28])([CH3:29])[CH3:30]. Procedure: A mixture of (2R,3R,4R)-4-azido-2-benzylcarbamoyl-3-fluoro-pyrrolidine-1-carboxylic acid tert-butyl ester and (2S,3S,4S)-3-azido-2-benzylcarbamoyl-4-fluoro-pyrrolidine-1-carboxylic acid tert-butyl ester (3.52 g, 8.98 mmol) (described in Scheme B22), trimethylphosphine in THF (17.97 mL, 17.97 mmol) and water (0.32 mL, 17.97 mmol) in THF (100 mL) was stirred for 16 h at RT. The reaction mixture was quenched with water and extracted twice with EtOAc. The organic phases were joined, washed with brin... Starting materials: O (Water), C(C)(C)(C)OC(=O)C1=C(NC=C1)[C@@H](CCOCC1=CC=CC=C1)NC(=O)OC(C)(C)C ((R)-tert-butyl-2-(3-(benzyloxy)-1-((tert-butoxycarbonyl)amino)propyl)-1H-pyrrole-3-carboxylate), C1(=CC=C(C=C1)S(=O)(=O)Cl)C (Toluene-4-sulfonyl chloride), CC(C)([O-])C.[Na+] (Sodium tert-butoxide). Solvent: CCOC(=O)C (EtOAc), C1CCOC1 (THF). Reaction conditions: time 5 minute. Product: C(C1=CC=CC=C1)OCC[C@@H](NC(=O)OC(C)(C)C)C=1N(C=CC1C(=O)OC(C)(C)C)S(=O)(=O)C1=CC=C(C)C=C1 ((R)-tert-butyl 2-(3-(benzyloxy)-1-((tert-butoxycarbonyl)amino)propyl)-1-tosyl-1H-pyrrole-3-carboxylate). As a reaction SMILES: [C:1]([O:5][C:6]([C:8]1[CH:12]=[CH:11][NH:10][C:9]=1[C@H:13]([NH:24][C:25]([O:27][C:28]([CH3:31])([CH3:30])[CH3:29])=[O:26])[CH2:14][CH2:15][O:16][CH2:17][C:18]1[CH:23]=[CH:22][CH:21]=[CH:20][CH:19]=1)=[O:7])([CH3:4])([CH3:3])[CH3:2].CC(C)([O-])C.[Na+].[C:38]1([CH3:48])[CH:43]=[CH:42][C:41]([S:44](Cl)(=[O:46])=[O:45])=[CH:40][CH:39]=1.O>C1COCC1.CCOC(C)=O>[CH2:17]([O:16][CH2:15][CH2:14][C@H:13]([C:9]1[N:10]([S:44]([C:41]2[CH:42]=[CH:43][C:38]([CH3:48])=[CH:39][CH:40]=2)(=[O:46])=[O:45])[CH:11]=[CH:12][C:8]=1[C:6]([O:5][C:1]([CH3:4])([CH3:3])[CH3:2])=[O:7])[NH:24][C:25]([O:27][C:28]([CH3:31])([CH3:30])[CH3:29])=[O:26])[C:18]1[CH:23]=[CH:22][CH:21]=[CH:20][CH:19]=1 |f:1.2|. Procedure details: (R)-tert-Butyl 2-(3-(benzyloxy)-1-((tert-butoxycarbonyl)amino)propyl)-1H-pyrrole-3-carboxylate (724b, 4.31 g, 10.01 mmol) was dissolved in THF (40 mL) under nitrogen and cooled in an ice bath. Sodium tert-butoxide (1M in THF, 10.01 mL, 10.01 mmol) was added and the mixture stirred for 5 min. Toluene-4-sulfonyl chloride (1.91 g, 10.01 mmol) was added to the solution and the mixture was stirred at 0° C. for 30 min. Water (50 mL) and EtOAc (50 mL) were added to the reaction mixture and the organic ... Starting materials: CN(C)C=O, NCC(O)COc1ccccc1. The product is O=C1NCC(COc2ccccc2)O1. As a reaction SMILES: [CH3:13][N:14]([CH:15]=[O:16])[CH3:17].[O:1]([c:2]1[cH:3][cH:4][cH:5][cH:6][cH:7]1)[CH2:8][CH:9]([CH2:10][NH2:11])[OH:12]>>[O:1]([c:2]1[cH:3][cH:4][cH:5][cH:6][cH:7]1)[CH2:8][CH:9]1[CH2:10][NH:11][C:15](=[O:16])[O:12]1. The reactants are [BH4-].[Na+] (sodium borohydride), [BH4-].[Na+] (sodium borohydride), C(C1=CC=CC=C1)OC1=C(C=C2C(C(=COC2=C1)N1CCC(CC1)(O)C1=CC=C(C=C1)F)=O)C (7-benzyloxy-6-methyl-3-(4-(4-fluorophenyl)-4-hydroxypiperidin-1-yl)-chromen-4-one). Solvent: C(C)O (ethanol), C(C)O (ethanol). Reaction conditions: time 10 minute. The product is C(C1=CC=CC=C1)OC1=C(C=C2[C@@H]([C@@H](COC2=C1)N1CCC(CC1)(O)C1=CC=C(C=C1)F)O)C ((3R*,4S*)-7-benzyloxy-6-methyl-3-(4-(4-fluorophenyl)-4-hydroxypiperidin-1-yl)-chroman-4-ol). Yield: 37.3%. RXN SMILES: [BH4-].[Na+].[CH2:3]([O:10][C:11]1[CH:20]=[C:19]2[C:14]([C:15](=[O:35])[C:16]([N:21]3[CH2:26][CH2:25][C:24]([C:28]4[CH:33]=[CH:32][C:31]([F:34])=[CH:30][CH:29]=4)([OH:27])[CH2:23][CH2:22]3)=[CH:17][O:18]2)=[CH:13][C:12]=1[CH3:36])[C:4]1[CH:9]=[CH:8][CH:7]=[CH:6][CH:5]=1>C(O)C>[CH2:3]([O:10][C:11]1[CH:20]=[C:19]2[C:14]([C@H:15]([OH:35])[C@H:16]([N:21]3[CH2:26][CH2:25][C:24]([C:28]4[CH:29]=[CH:30][C:31]([F:34])=[CH:32][CH:33]=4)([OH:27])[CH2:23][CH2:22]3)[CH2:17][O:18]2)=[CH:13][C:12]=1[CH3:36])[C:4]1[CH:9]=[CH:8][CH:7]=[CH:6][CH:5]=1 |f:0.1|. Reported procedure: A mixture of sodium borohydride (0.25 g, 6.61 mmol) and ethanol (5 mL) was stirred 10 min and then 7-benzyloxy-6-methyl-3-(4-(4-fluorophenyl)-4-hydroxypiperidin-1-yl)-chromen-4-one (0.30 g, 0.653 mmol in 20 mL of ethanol and 15 mL of tetrahydrofuran) was added. The reaction was stirred at ambient temperature overnight. Additional sodium borohydride (0.12 g) was added and stirring was continued over the weekend. The reaction was quenched with water and concentrated. The residue was triturated wit...